Dataset: the Open Reaction Database (ORD), a public repository of structured organic reaction records. Task: describe an organic reaction: reactants, conditions, products, and yield Reactants: CO, [Na+], C1CCOC1, [OH-], COC(=O)C(Cc1ccc(OCCOc2ccc3c(c2)CCCC3)cc1)C(=O)OC. Yields the product COC(=O)C(Cc1ccc(OCCOc2ccc3c(c2)CCCC3)cc1)C(=O)O. Reaction SMILES: [CH3:33][OH:34].[Na+:32].[O:35]1[CH2:36][CH2:37][CH2:38][CH2:39]1.[OH-:31].[cH:1]1[c:2]([O:11][CH2:12][CH2:13][O:14][c:15]2[cH:16][cH:17][c:18]([CH2:19][CH:20]([C:21](=[O:22])[O:23][CH3:24])[C:25](=[O:26])[O:27][CH3:28])[cH:29][cH:30]2)[cH:3][cH:4][c:5]2[c:10]1[CH2:9][CH2:8][CH2:7][CH2:6]2>>[cH:1]1[c:2]([O:11][CH2:12][CH2:13][O:14][c:15]2[cH:16][cH:17][c:18]([CH2:19][CH:20]([C:21](=[O:22])[O:23][CH3:24])[C:25](=[O:26])[OH:27])[cH:29][cH:30]2)[cH:3][cH:4][c:5]2[c:10]1[CH2:9][CH2:8][CH2:7][CH2:6]2. Starting materials: CN1C(=NC(=C1)[N+](=O)[O-])[N+](=O)[O-] (1-methyl-2,4-dinitroimidazole), [N+](=O)(O)[O-] (nitric acid), sulfuric acid Fuming nitric acid, CN1C(=NC(=C1)[N+](=O)[O-])[N+](=O)[O-] (1-methyl-2,4-dinitroimidazole), S(O)(O)(=O)=O (sulfuric acid). Run at time 25 minute. The product is CN1C(=NC(=C1[N+](=O)[O-])[N+](=O)[O-])[N+](=O)[O-] (1-methyl-2,4,5-trinitroimidazole). Reaction SMILES: [CH3:1][N:2]1[CH:6]=[C:5]([N+:7]([O-:9])=[O:8])[N:4]=[C:3]1[N+:10]([O-:12])=[O:11].[N+:13]([O-])([OH:15])=[O:14].S(=O)(=O)(O)O>>[CH3:1][N:2]1[C:6]([N+:13]([O-:15])=[O:14])=[C:5]([N+:7]([O-:9])=[O:8])[N:4]=[C:3]1[N+:10]([O-:12])=[O:11]. Reported procedure: Nitration of 1-methyl-2,4-dinitroimidazole with nitric acid and sulfuric acid Fuming nitric acid (4.0 ml, excess, d. 1.544 g/ml) was added to 1-methyl-2,4-dinitroimidazole (0.40 g, 2.33 mmol) at room temperature, following by sulfuric acid (2.0 ml, fuming 30% SO3) with stirring. The reaction temperature was then brought to 105° C. within 25 minutes and kept the temperature for further 2.0 hours. The reaction mixture was poured onto ice and the product was extracted with methylene chloride (3×20 ... Reactants: CON(C(C[C@@H]1N(C[C@@H]([C@H](C1)C1=CC=C(C=C1)OC)OCC=1C=CC2=C(N(CCO2)CCCOC)C1)S(=O)(=O)C1=CC=C(C=C1)C)=O)C (N-methoxy-2-[(2R,4R,5R)-4-(4-methoxy-phenyl)-5-[4-(3-methoxy-propyl)-3,4-dihydro-2H-benzo[1,4]oxazin-6-ylmethoxy]-1-(toluene-4-sulfonyl)-piperidin-2-yl]-N-methyl-acetamide), C(=C)[Mg]Br (vinyl magnesiumbromide). Yields the product COC1=CC=C(C=C1)[C@H]1C[C@@H](N(C[C@@H]1OCC=1C=CC2=C(N(CCO2)CCCOC)C1)S(=O)(=O)C1=CC=C(C=C1)C)CC(C=C)=O (1-[(2R,4R,5R)-4-(4-Methoxy-phenyl)-5-[4-(3-methoxy-propyl)-3,4-dihydro-2H-benzo[1,4]oxazin-6-ylmethoxy]-1-(toluene-4-sulfonyl)-piperidin-2-yl]-but-3-en-2-one). Reaction SMILES: CON(C)[C:4](=[O:47])[CH2:5][C@H:6]1[CH2:11][C@H:10]([C:12]2[CH:17]=[CH:16][C:15]([O:18][CH3:19])=[CH:14][CH:13]=2)[C@@H:9]([O:20][CH2:21][C:22]2[CH:23]=[CH:24][C:25]3[O:30][CH2:29][CH2:28][N:27]([CH2:31][CH2:32][CH2:33][O:34][CH3:35])[C:26]=3[CH:36]=2)[CH2:8][N:7]1[S:37]([C:40]1[CH:45]=[CH:44][C:43]([CH3:46])=[CH:42][CH:41]=1)(=[O:39])=[O:38].[CH:49]([Mg]Br)=[CH2:50]>>[CH3:19][O:18][C:15]1[CH:16]=[CH:17][C:12]([C@@H:10]2[C@@H:9]([O:20][CH2:21][C:22]3[CH:23]=[CH:24][C:25]4[O:30][CH2:29][CH2:28][N:27]([CH2:31][CH2:32][CH2:33][O:34][CH3:35])[C:26]=4[CH:36]=3)[CH2:8][N:7]([S:37]([C:40]3[CH:45]=[CH:44][C:43]([CH3:46])=[CH:42][CH:41]=3)(=[O:38])=[O:39])[C@@H:6]([CH2:5][C:4](=[O:47])[CH:49]=[CH2:50])[CH2:11]2)=[CH:13][CH:14]=1. Procedure: Similar to example 29b, using N-methoxy-2-[(2R,4R,5R)-4-(4-methoxy-phenyl)-5-[4-(3-methoxy-propyl)-3,4-dihydro-2H-benzo[1,4]oxazin-6-ylmethoxy]-1-(toluene-4-sulfonyl)-piperidin-2-yl]-N-methyl-acetamide (from example 29c) and vinyl magnesiumbromide to afford the title compound as a yellow oil. Rf=0.50 (EtOAc-heptane 1:1); Rt=5.23. The reactants are C(C)(=O)C1=C(N=CO1)C (5-acetyl-4-methyloxazole), BrC1=C(C=CC=C1)OC (2-Bromoanisole), C(CCC)[Li] (n-butyllithium), C(O)([O-])=O.[Na+] (sodium hydrogen carbonate). Run in C(C)OCC (diethylether), C(C)OCC (diethylether), C(C)OCC (diethylether). Reaction conditions: time 45 minute. Product: COC1=C(C=CC=C1)C(C)(O)C1=C(N=CO1)C (1-(2-Methoxyphenyl)-1-(4-methyl-5-oxazolyl)ethanol). RXN SMILES: Br[C:2]1[CH:7]=[CH:6][CH:5]=[CH:4][C:3]=1[O:8][CH3:9].C([Li])CCC.[C:15]([C:18]1[O:22][CH:21]=[N:20][C:19]=1[CH3:23])(=[O:17])[CH3:16].C(=O)([O-])O.[Na+]>C(OCC)C>[CH3:9][O:8][C:3]1[CH:4]=[CH:5][CH:6]=[CH:7][C:2]=1[C:15]([C:18]1[O:22][CH:21]=[N:20][C:19]=1[CH3:23])([OH:17])[CH3:16] |f:3.4|. Reported procedure: 2-Bromoanisole (4.86g) in anhydrous diethylether (10 ml) was added dropwise to a stirred solution of n-butyllithium (2.5M solution in hexane, 10.4 ml) in diethylether (30 ml) at -70° C. under an atmosphere of dry nitrogen. After 45 minutes, 5-acetyl-4-methyloxazole (2.5g) in diethylether (loml) was added dropwise. After a further 1 hour at -70° C. the reaction mixture was allowed to warm to room temperature and was stirred overnight. Saturated aqueous sodium hydrogen carbonate was added. The org... Starting materials: C=Cc1ccc(CC(OCC)C(=O)OCC)cc1, C1CCOC1, C[N+](C)(C)[O-], B1C2CCCC1CCC2, O, O. Product: CCOC(=O)C(Cc1ccc(CCO)cc1)OCC. RXN SMILES: [CH2:10]([CH3:11])[O:12][C:13]([CH:14]([CH2:15][c:16]1[cH:17][cH:18][c:19]([CH:22]=[CH2:23])[cH:20][cH:21]1)[O:24][CH2:25][CH3:26])=[O:27].[CH2:35]1[O:36][CH2:37][CH2:38][CH2:39]1.[CH3:30][N+:31]([CH3:32])([CH3:33])[O-:34].[CH:1]12[CH2:2][CH2:3][CH2:4][CH:5]([BH:6]1)[CH2:7][CH2:8][CH2:9]2.[OH2:28].[OH2:29]>>[CH2:10]([CH3:11])[O:12][C:13]([CH:14]([CH2:15][c:16]1[cH:17][cH:18][c:19]([CH2:22][CH2:23][OH:34])[cH:20][cH:21]1)[O:24][CH2:25][CH3:26])=[O:27].